This data is from the Open Reaction Database (ORD), a public repository of structured organic reaction records. The task is: describe an organic reaction: reactants, conditions, products, and yield Reactants: [BH4-], CS(=O)(=O)Nc1cc(C(=O)CN(Cc2ccccc2)Cc2ccccc2)ccc1OCc1ccccc1, ClCCl, CO, [Na+], C1CCOC1. The product is CS(=O)(=O)Nc1cc(C(O)CN(Cc2ccccc2)Cc2ccccc2)ccc1OCc1ccccc1. Reaction SMILES: [BH4-:1].[CH2:3]([c:4]1[cH:5][cH:6][cH:7][cH:8][cH:9]1)[O:10][c:11]1[c:12]([NH:35][S:36](=[O:37])(=[O:38])[CH3:39])[cH:13][c:14]([C:17]([CH2:18][N:19]([CH2:20][c:21]2[cH:22][cH:23][cH:24][cH:25][cH:26]2)[CH2:27][c:28]2[cH:29][cH:30][cH:31][cH:32][cH:33]2)=[O:34])[cH:15][cH:16]1.[CH2:40]([Cl:41])[Cl:42].[CH3:48][OH:49].[Na+:2].[O:43]1[CH2:44][CH2:45][CH2:46][CH2:47]1>>[CH2:3]([c:4]1[cH:5][cH:6][cH:7][cH:8][cH:9]1)[O:10][c:11]1[c:12]([NH:35][S:36](=[O:37])(=[O:38])[CH3:39])[cH:13][c:14]([CH:17]([CH2:18][N:19]([CH2:20][c:21]2[cH:22][cH:23][cH:24][cH:25][cH:26]2)[CH2:27][c:28]2[cH:29][cH:30][cH:31][cH:32][cH:33]2)[OH:34])[cH:15][cH:16]1. The reactants are C(C1=CC=CC=C1)OC([C@@H](N)CO)=O (L-serine benzyl ester), C(CCCCCCCCCC)(=O)O[C@@H](CC(=O)O)CCCCCCCCCCC ((R)-3-undecanoyloxytetradecanoic acid), C(CCl)Cl.CI (EDC·MeI). Solvent: C(Cl)Cl (CH2Cl2). The product is C(C1=CC=CC=C1)OC([C@@H](NC(C[C@@H](CCCCCCCCCCC)OC(CCCCCCCCCC)=O)=O)CO)=O (N-[(R)-3-undecanoyloxytetradecanoyl]-L-serine benzyl ester). Yield: 91.5%. RXN SMILES: [CH2:1]([O:8][C:9](=[O:14])[C@H:10]([CH2:12][OH:13])[NH2:11])[C:2]1[CH:7]=[CH:6][CH:5]=[CH:4][CH:3]=1.[C:15]([O:27][C@H:28]([CH2:33][CH2:34][CH2:35][CH2:36][CH2:37][CH2:38][CH2:39][CH2:40][CH2:41][CH2:42][CH3:43])[CH2:29][C:30](O)=[O:31])(=[O:26])[CH2:16][CH2:17][CH2:18][CH2:19][CH2:20][CH2:21][CH2:22][CH2:23][CH2:24][CH3:25].C(Cl)CCl.CI>C(Cl)Cl>[CH2:1]([O:8][C:9](=[O:14])[C@H:10]([CH2:12][OH:13])[NH:11][C:30](=[O:31])[CH2:29][C@H:28]([O:27][C:15](=[O:26])[CH2:16][CH2:17][CH2:18][CH2:19][CH2:20][CH2:21][CH2:22][CH2:23][CH2:24][CH3:25])[CH2:33][CH2:34][CH2:35][CH2:36][CH2:37][CH2:38][CH2:39][CH2:40][CH2:41][CH2:42][CH3:43])[C:2]1[CH:7]=[CH:6][CH:5]=[CH:4][CH:3]=1 |f:2.3|. Procedure: In the same manner as described in Example 2-(5), L-serine benzyl ester (390 mg, 2.0 mmol) was acylated with (R)-3-undecanoyloxytetradecanoic acid (905 mg, 2.2 mmol) in the presence of EDC·MeI (745 mg, 2.5 mmol) in CH2Cl2 to afford 1.08 g (92%) of N-[(R)-3-undecanoyloxytetradecanoyl]-L-serine benzyl ester: mp 53-54° C.; 1H NMR (CDCl3) δ 0.88 (t, 6H, J=6.9 Hz), 1.1-1.7 (m, 44H), 2.30 (t, 2H, J=7.7 Hz), 2.49 (d, 2H, J=5.8 Hz), 3.99 (m, 2H), 4.65 (m, 1H), 5.19 (m, 3H), 6.58 (d, 1H, J=6.9 Hz), 7.35 ... Reactants: C(C)(=O)NC1=CC2=C(C=NC3=CC=CC(=C23)O)C=C1 (9-acetamido-1-hydroxybenzo[c]quinoline), C(C)(=O)OC(C)=O (acetic anhydride), C(C)(=O)OC(C)=O (acetic anhydride). Product: C(C)(=O)NC1=CC2=C(C=NC3=CC=CC(=C23)OC(C)=O)C=C1 (9-acetamido-1-acetoxybenzo[c]quinoline). Reaction SMILES: [C:1]([NH:4][C:5]1[CH:19]=[CH:18][C:8]2[CH:9]=[N:10][C:11]3[C:16]([C:7]=2[CH:6]=1)=[C:15]([OH:17])[CH:14]=[CH:13][CH:12]=3)(=[O:3])[CH3:2].[C:20](OC(=O)C)(=[O:22])[CH3:21]>>[C:1]([NH:4][C:5]1[CH:19]=[CH:18][C:8]2[CH:9]=[N:10][C:11]3[C:16]([C:7]=2[CH:6]=1)=[C:15]([O:17][C:20](=[O:22])[CH3:21])[CH:14]=[CH:13][CH:12]=3)(=[O:3])[CH3:2]. Reported procedure: Alternatively, the corresponding 9-acetamido-1-hydroxybenzo[c]quinoline is obtained when the residue obtained upon hydrogenation is acetylated with acetic anhydride by the procedure of Example 7. When a molar excess of acetic anhydride is employed, the corresponding 9-acetamido-1-acetoxybenzo[c]quinoline is obtained. Starting materials: ClC1=NC2=CC=C(C=C2C=N1)OC (2-chloro-6-methoxyquinazoline), C(=O)(O)C1=CC(=C(C=C1)B(O)O)Cl (4-carboxy-2-chlorophenylboronic acid). Yields the product ClC=1C=C(C(=O)O)C=CC1C1=NC2=CC=C(C=C2C=N1)O (3-chloro-4-(6-hydroxyquinazolin-2-yl)benzoic acid). RXN SMILES: Cl[C:2]1[N:11]=[CH:10][C:9]2[C:4](=[CH:5][CH:6]=[C:7]([O:12]C)[CH:8]=2)[N:3]=1.[C:14]([C:17]1[CH:22]=[CH:21][C:20](B(O)O)=[C:19]([Cl:26])[CH:18]=1)([OH:16])=[O:15]>>[Cl:26][C:19]1[CH:18]=[C:17]([CH:22]=[CH:21][C:20]=1[C:2]1[N:11]=[CH:10][C:9]2[C:4](=[CH:5][CH:6]=[C:7]([OH:12])[CH:8]=2)[N:3]=1)[C:14]([OH:16])=[O:15]. Reported procedure: Prepared according to Scheme 6, B conditions, starting from Intermediate 8 and 4-carboxy-2-chlorophenylboronic acid. 1H NMR (DMSO-d6 400 MHz): δ 10.60 (brs, 1H), 9.56 (s, 1H), 8.10-7.89 (m, 4H), 7.62 (dd, J=9.2, 2.8 Hz, 1H), 7.38 (d, J=2.8 Hz, 1H). MS (ESI): m/z 300.8 [M+H]+. Starting materials: OS(=O)(=O)O.O=S(=O)=O (oleum), BrBr (Br2). The product is BrBr.OS(=O)(=O)O.O=S(=O)=O (bromine oleum). RXN SMILES: [OH:1][S:2]([OH:5])(=[O:4])=[O:3].[O:6]=[S:7](=[O:9])=[O:8].[Br:10][Br:11]>>[Br:10][Br:11].[OH:4][S:2]([OH:5])(=[O:3])=[O:1].[O:6]=[S:7](=[O:9])=[O:8] |f:0.1,3.4.5|. Reported procedure: In accordance with example 1, 150 g of oleum is taken in a 500 ml three-necked round-bottomed flask fitted with a dry ice condenser and a bubbler (TFP inlet tube) to which 28.7 g. Br2 is then added to form a bromine-oleum mixture. The bromine-oleum mixture is stirred at room temperature for 3 hrs. The round-bottomed flask is covered with aluminum foil. TFP (18 g) is then bubbled through the mixture to form a reaction mixture. The rate of TFP addition is adjusted so that the temperature of the re...